This data is from the Open Reaction Database (ORD), a public repository of structured organic reaction records. The task is: describe an organic reaction: reactants, conditions, products, and yield The reactants are OC[C@H]1C[C@@H](O[C@@H]1CO[Si](C1=CC=CC=C1)(C1=CC=CC=C1)C(C)(C)C)N1C(=O)NC(=O)C(C)=C1 (3'-Deoxy-3'-Hydroxymethyl-5'-O-(Tert-Butyldiphenylsilyl)Thymidine), C(C)(=O)OC(C)=O (acetic anhydride). Run in N1=CC=CC=C1 (pyridine), C(Cl)Cl (CH2Cl2). Reaction conditions: temperature 20 celsius, time 24 hour. Yields the product [Si](C1=CC=CC=C1)(C1=CC=CC=C1)(C(C)(C)C)OC[C@@H]1[C@H](C[C@@H](O1)N1C(=O)NC(=O)C(C)=C1)COC(C)=O (5'-O-(tert-butyldiphenylsilyl)-3'-deoxy-3'-C-(acetoxymethyl)-thymidine). The yield is 81.2%. As a reaction SMILES: [OH:1][CH2:2][C@@H:3]1[C@@H:7]([CH2:8][O:9][Si:10]([C:23]([CH3:26])([CH3:25])[CH3:24])([C:17]2[CH:22]=[CH:21][CH:20]=[CH:19][CH:18]=2)[C:11]2[CH:16]=[CH:15][CH:14]=[CH:13][CH:12]=2)[O:6][C@@H:5]([N:27]2[CH:35]=[C:33]([CH3:34])[C:31](=[O:32])[NH:30][C:28]2=[O:29])[CH2:4]1.[C:36](OC(=O)C)(=[O:38])[CH3:37]>N1C=CC=CC=1.C(Cl)Cl>[Si:10]([O:9][CH2:8][C@H:7]1[O:6][C@@H:5]([N:27]2[CH:35]=[C:33]([CH3:34])[C:31](=[O:32])[NH:30][C:28]2=[O:29])[CH2:4][C@@H:3]1[CH2:2][O:1][C:36](=[O:38])[CH3:37])([C:23]([CH3:26])([CH3:24])[CH3:25])([C:17]1[CH:22]=[CH:21][CH:20]=[CH:19][CH:18]=1)[C:11]1[CH:12]=[CH:13][CH:14]=[CH:15][CH:16]=1. Procedure: Compound 106 (0.5 g, 1.01 mmol) was dissolved in pyridine (10 ml) and acetic anhydride (0.20 ml, 2.12 mmol) was added under an argon atmosphere at room temperature. After being stirred for 24 hours at 20° C., the pyridine was removed in vacuo to give an oil. The oil was diluted with CH2Cl2 (20 ml) and washed with water (20 ml) and saturated NaHCO3 (20 ml). The organic layer was dried over anhydrous MgSO4 and the solvent was evaporated in vacuo to give a white foam. The foam was then purified by ... Reactants: BrBr (bromine), C(C)(=O)OCCN1C(=CC=C1)C(C(=O)OCC)=O (ethyl 1-(2-acetoxyethyl)pyrrole-2-glyoxalate), CCCCCC.C(C)(=O)OCC (hexane ethyl acetate). The solvent is ClCCl (dichloromethane). Conditions: temperature -75 celsius, time 2.5 hour. Yields the product C(C)(=O)OCCN1C(=CC(=C1)Br)C(C(=O)OCC)=O (ethyl 1-(2-acetoxyethyl)-4-bromopyrrole-2-glyoxalate). Isolated yield 56.3%. Reaction SMILES: [Br:1]Br.[C:3]([O:6][CH2:7][CH2:8][N:9]1[CH:13]=[CH:12][CH:11]=[C:10]1[C:14](=[O:20])[C:15]([O:17][CH2:18][CH3:19])=[O:16])(=[O:5])[CH3:4].CCCCCC.C(OCC)(=O)C>ClCCl>[C:3]([O:6][CH2:7][CH2:8][N:9]1[CH:13]=[C:12]([Br:1])[CH:11]=[C:10]1[C:14](=[O:20])[C:15]([O:17][CH2:18][CH3:19])=[O:16])(=[O:5])[CH3:4] |f:2.3|. Procedure details: Three ml (58.3 mmole) of bromine is added in a dropwise manner to a stirred solution of 14.77 g (58.3 mmole) of ethyl 1-(2-acetoxyethyl)pyrrole-2-glyoxalate in 200 ml anhydrous dichloromethane, cooled to -75° C. After the addition, the reaction is left at -75° C. for 2.5 hours and then the temperature is allowed to increase to room temperature. The solvent is removed in vacuo, dichloromethane is added to the residue and the solution is washed successively with water, 10% sodium bicarbonate solut... Reactants: S(=O)([O-])[O-].[Na+].[Na+] (sodium sulfite), Cl (HCl), Cl[O-].[Na+] (Sodium hypochlorite), OC1=C(C(=O)O)C=CC=N1 (2-hydroxynicotinic acid). Solvent: [OH-].[Na+] (NaOH), O (water). Run at time 48 hour. Product: ClC=1C=NC(=C(C(=O)O)C1)O (5-Chloro-2-hydroxy-nicotinic acid). Isolated yield 77.9%. As a reaction SMILES: [Cl:1][O-].[Na+].[OH:4][C:5]1[N:13]=[CH:12][CH:11]=[CH:10][C:6]=1[C:7]([OH:9])=[O:8].S([O-])([O-])=O.[Na+].[Na+].Cl>[OH-].[Na+].O>[Cl:1][C:11]1[CH:12]=[N:13][C:5]([OH:4])=[C:6]([CH:10]=1)[C:7]([OH:9])=[O:8] |f:0.1,3.4.5,7.8|. Procedure: Sodium hypochlorite (14% available chlorine, 35 mL, 82.21 mmol) solution was added to a stirred solution of 2-hydroxynicotinic acid (7 g, 50.3 mmol) in 10% aqueous NaOH solution. The solution was stirred for 48 h at room temperature. An aqueous solution of sodium sulfite (3.150 g, 25 mmol) was added and further stirred for 30 min at room temperature. The solution was diluted by cold water and pH was adjusted to 2 by cold dilute HCl. The solids formed were filtered, washed by cold water and dried... Reactants: C1=C(C=CC2=CC(=CC=C12)C(=O)OC)C(=O)OC (Dimethyl 2,6-naphthalenedicarboxylate), C(CCCCCCCCC(=O)OC)(=O)OC (dimethyl sebacate), P(=O)(OC)(OC)OC (trimethyl phosphate), C1=C(C=CC2=CC(=CC=C12)C(=O)OC)C(=O)OC (dimethyl 2,6-naphthalenedicarboxylate), C(CCCCCCCCC(=O)OC)(=O)OC (dimethyl sebacate), O=[Sb]O[Sb]=O (antimony trioxide), compounds 1-6. Reagents/catalysts: O.O.O.O.C(C)(=O)[O-].[Mn+2].C(C)(=O)[O-] (manganese acetate tetrahydrate). Run in C(CO)O (ethylene glycol), CO (methanol). Yields the product C(CCCCCCCCC(=O)O)(=O)O (sebacic acid), polyester. RXN SMILES: C1[C:10]2[C:5](=C[C:7]([C:11]([O:13]C)=[O:12])=[CH:8][CH:9]=2)[CH:4]=[CH:3][C:2]=1[C:15]([O:17]C)=[O:16].C(OC)(=O)CCCCCCCCC(OC)=O.O=[Sb]O[Sb]=O.P(OC)(OC)(OC)=O>C(O)CO.O.O.O.O.C([O-])(=O)C.[Mn+2].C([O-])(=O)C.CO>[C:15]([OH:17])(=[O:16])[CH2:2][CH2:3][CH2:4][CH2:5][CH2:10][CH2:9][CH2:8][CH2:7][C:11]([OH:13])=[O:12] |f:5.6.7.8.9.10.11|. Procedure details: Dimethyl 2,6-naphthalenedicarboxylate and dimethyl sebacate were dispersed in ethylene glycol. Then, 0.029 part of manganese acetate tetrahydrate, 0.028 parts of antimony trioxide and 0.1% of spherical silica particles having a mean particle size of 0.3 μm were added to 100 parts of the total of dimethyl 2,6-naphthalenedicarboxylate and dimethyl sebacate, and heated with stirring to conduct the reaction. The temperature was elevated to 235° C. while removing methanol produced as a by-product. Af...